This data is from the Open Reaction Database (ORD), a public repository of structured organic reaction records. The task is: describe an organic reaction: reactants, conditions, products, and yield The reactants are CC(CC(C)=O)=O (pentane-2,4-dione), C(C)(=O)[O-].[K+] (potassium acetate), FC(OC1=CC=C(C=C1)N)F (4-difluoromethoxy-phenylamine), N(=O)[O-].[Na+] (sodium nitrite), C([O-])([O-])=O.[Na+].[Na+] (sodium carbonate), P(O)(O)(O)=O (phosphoric acid), [N+](=O)(O)[O-] (nitric acid). The solvent is C(C)O (ethanol). Run at temperature -6 celsius, time 15 minute. Yields the product FC(OC1=CC=C(C=C1)N=NC(C(C)=O)C(C)=O)F (3-(4-Difluoromethoxy-phenylazo)-pentane-2,4-dione). The yield is 102.5%. As a reaction SMILES: [F:1][CH:2]([F:11])[O:3][C:4]1[CH:9]=[CH:8][C:7]([NH2:10])=[CH:6][CH:5]=1.P(=O)(O)(O)O.[N+]([O-])(O)=O.[N:21]([O-])=O.[Na+].[CH3:25][C:26](=[O:31])[CH2:27][C:28](=[O:30])[CH3:29].C([O-])(=O)C.[K+].C(=O)([O-])[O-].[Na+].[Na+]>C(O)C>[F:1][CH:2]([F:11])[O:3][C:4]1[CH:5]=[CH:6][C:7]([N:10]=[N:21][CH:27]([C:26](=[O:31])[CH3:25])[C:28](=[O:30])[CH3:29])=[CH:8][CH:9]=1 |f:3.4,6.7,8.9.10|. Procedure: A solution of 4-difluoromethoxy-phenylamine (2 g, 13 mmol) was cooled at −6° C. and phosphoric acid (85%, 13 mL) followed by nitric acid (65%, 9 mL) very slowly. When the mixture reached the room temperature it was stirred 15 minutes for complete dissolution. The solution was cooled again to −6° C. and solid sodium nitrite (0.954 g, 13.8 mmol) was added during 5 minutes followed by crushed ice. The reaction mixture was added into a suspension of pentane-2,4-dione (1.32 g, 13.2 mmol) and potassiu... Starting materials: N1C(=NC=C1)CNC(=O)C=1NC2=CC=C(C=C2C1S(=O)(=O)C1=CC=CC=C1)Cl (N-[(imidazol-2-yl)methyl] 3-phenylsulfonyl-5-chloroindole-2-carboxamide), IC (iodomethane). Procedure: To a partial suspension of N-[(imidazol-2-yl)methyl] 3-phenylsulfonyl-5-chloroindole-2-carboxamide (Example 35) (42 mg, 0.1 mmol) in 1:1 methanol/tetrahydrofuran (4 mL) was added iodomethane (0.05 mL, 0.8 mmol). The reaction was stirred for three days at room temperature. The solvents were removed under reduced pressure, aq. NaHCO3 added and the product extracted into ethyl acetate/methanol. The organic layer was dried (Na2SO4), filtered, and the solvents evaporated. The residue was purified by ... As a reaction SMILES: [NH:1]1[CH:5]=[CH:4][N:3]=[C:2]1[CH2:6][NH:7][C:8]([C:10]1[NH:11][C:12]2[C:17]([C:18]=1[S:19]([C:22]1[CH:27]=[CH:26][CH:25]=[CH:24][CH:23]=1)(=[O:21])=[O:20])=[CH:16][C:15]([Cl:28])=[CH:14][CH:13]=2)=[O:9].I[CH3:30]>CO.O1CCCC1>[CH3:30][N:1]1[CH:5]=[CH:4][N:3]=[C:2]1[CH2:6][NH:7][C:8]([C:10]1[NH:11][C:12]2[C:17]([C:18]=1[S:19]([C:22]1[CH:23]=[CH:24][CH:25]=[CH:26][CH:27]=1)(=[O:20])=[O:21])=[CH:16][C:15]([Cl:28])=[CH:14][CH:13]=2)=[O:9] |f:2.3|. Product: CN1C(=NC=C1)CNC(=O)C=1NC2=CC=C(C=C2C1S(=O)(=O)C1=CC=CC=C1)Cl (N-[(1-methylimidazol-2-yl)methyl] 3-phenylsulfonyl-5-chloroindole-2-carboxamide). Reaction conditions: time 3 day. The solvent is CO.O1CCCC1 (methanol tetrahydrofuran). Starting materials: Cl (HCl), CC1=CC=C(CC2(CCNCC2)O)C=C1 (4-(4-methyl-benzyl)-piperidin-4-ol), BrCCOC1=CC=C(C=C1)NS(=O)(=O)C (N-[4-(2-bromethoxy)-phenyl]-methansulfonamide), C([O-])([O-])=O.[K+].[K+] (potassium carbonate). Run in O (H2O), CC(CC)=O (2-butanone), C(C)(=O)OCC (ethyl acetate), C(C)O (ethanol). Yields the product Cl.OC1(CCN(CC1)CCOC1=CC=C(C=C1)NS(=O)(=O)C)CC1=CC=C(C=C1)C (N-(4-{2-[4-hydroxy-4-(4-methyl-benzyl)-piperidin-1-yl]-ethoxy}-phenyl)-methanesulfonamide hydrochloride). Isolated yield 41.0%. Reaction SMILES: [CH3:1][C:2]1[CH:15]=[CH:14][C:5]([CH2:6][C:7]2([OH:13])[CH2:12][CH2:11][NH:10][CH2:9][CH2:8]2)=[CH:4][CH:3]=1.Br[CH2:17][CH2:18][O:19][C:20]1[CH:25]=[CH:24][C:23]([NH:26][S:27]([CH3:30])(=[O:29])=[O:28])=[CH:22][CH:21]=1.C(=O)([O-])[O-].[K+].[K+].[ClH:37]>CC(=O)CC.C(O)C.C(OCC)(=O)C.O>[ClH:37].[OH:13][C:7]1([CH2:6][C:5]2[CH:4]=[CH:3][C:2]([CH3:1])=[CH:15][CH:14]=2)[CH2:8][CH2:9][N:10]([CH2:17][CH2:18][O:19][C:20]2[CH:21]=[CH:22][C:23]([NH:26][S:27]([CH3:30])(=[O:28])=[O:29])=[CH:24][CH:25]=2)[CH2:11][CH2:12]1 |f:2.3.4,10.11|. Reported procedure: A mixture of 4-(4-methyl-benzyl)-piperidin-4-ol (0.35 g, 1.7 mmol), N-[4-(2-bromethoxy)-phenyl]-methansulfonamide (0.5 g, 1.7 mmol) and potassium carbonate (0.25 g, 1.8 mmol) in 2-butanone (20 ml) was refluxed overnight. It was cooled to room temperature, 30 ml of H2O were added and the organic phase was separated. The water phase was extracted two times with ethyl acetate. The organic phases were then pooled, dried with Na2SO4 and the solvent evaporated. The residue was chromatographed over sil...